From a dataset of the Open Reaction Database (ORD), a public repository of structured organic reaction records. describe an organic reaction: reactants, conditions, products, and yield Starting materials: ice water, [Cl-].C(C1=CC(C(=O)[O-])=CC=C1)(=O)OCC (isophthalic acid, monoethyl ester monochloride), [Cl-].[Al+3].[Cl-].[Cl-] (aluminum chloride), C(CCCCCCCCC)OC1=C(CC#N)C=CC=C1 (2-decyloxybenzyl cyanide), Cl (hydrochloric acid). The solvent is C(Cl)Cl (methylene chloride). Yields the product C(#N)CC=1C=C(C(=O)C=2C=C(C(=O)OCC)C=CC2)C=CC1OCCCCCCCCCC (3-[3-(Cyanomethyl)-4-(decyloxy)benzoyl]benzoic acid, ethyl ester). The yield is 38.6%. RXN SMILES: [Cl-].[C:2]([O:13][CH2:14][CH3:15])(=[O:12])[C:3]1[CH:11]=[CH:10][CH:9]=[C:5]([C:6]([O-:8])=O)[CH:4]=1.[Cl-].[Al+3].[Cl-].[Cl-].[CH2:20]([O:30][C:31]1[CH:39]=[CH:38][CH:37]=[CH:36][C:32]=1[CH2:33][C:34]#[N:35])[CH2:21][CH2:22][CH2:23][CH2:24][CH2:25][CH2:26][CH2:27][CH2:28][CH3:29].Cl>C(Cl)Cl>[C:34]([CH2:33][C:32]1[CH:36]=[C:37]([CH:38]=[CH:39][C:31]=1[O:30][CH2:20][CH2:21][CH2:22][CH2:23][CH2:24][CH2:25][CH2:26][CH2:27][CH2:28][CH3:29])[C:6]([C:5]1[CH:4]=[C:3]([CH:11]=[CH:10][CH:9]=1)[C:2]([O:13][CH2:14][CH3:15])=[O:12])=[O:8])#[N:35] |f:0.1,2.3.4.5|. Procedure details: To a solution of 1.45 g of isophthalic acid, monoethyl ester monochloride in 25 ml of methylene chloride cooled to 0° C. by means of an external ice bath were added to 2.73 g aluminum chloride. After stirring for an hour, 1.87 g of 2-decyloxybenzyl cyanide were added. The reaction was stirred at 0° C. for 4 hours and then poured into ice water containing hydrochloric acid. After stirring for 1 hour, the layers were separated. The organic layer was washed with a saturated sodium bicarbonate solut... Starting materials: Cl.C1(=CC=CC=C1)CC1=C(C=CC=C1)C1(CNCC1)O (3-(α-phenyl-2-tolyl)-3-pyrrolidinol hydrochloride), [OH-].[Na+] (sodium hydroxide). Run in O (water), CO (methanol), O (water), CCOCC (ether). Conditions: time 2 hour. Yields the product C(C1=CC=CC=C1)(=O)N1CC(CC1)(O)C1=C(C=CC=C1)CC1=CC=CC=C1 (1-benzoyl-3-(α-phenyl-2-tolyl)-3-pyrrolidinol). RXN SMILES: Cl.[C:2]1([CH2:8][C:9]2[CH:14]=[CH:13][CH:12]=[CH:11][C:10]=2[C:15]2([OH:20])[CH2:19][CH2:18][NH:17][CH2:16]2)[CH:7]=[CH:6][CH:5]=[CH:4][CH:3]=1.[OH-:21].[Na+]>CO.O.CCOCC>[C:8]([N:17]1[CH2:18][CH2:19][C:15]([C:10]2[CH:11]=[CH:12][CH:13]=[CH:14][C:9]=2[CH2:8][C:2]2[CH:3]=[CH:4][CH:5]=[CH:6][CH:7]=2)([OH:20])[CH2:16]1)(=[O:21])[C:2]1[CH:7]=[CH:6][CH:5]=[CH:4][CH:3]=1 |f:0.1,2.3|. Reported procedure: A suspension of 5.0 g of 3-(α-phenyl-2-tolyl)-3-pyrrolidinol hydrochloride, Example 14, in 40 ml of methanol is diluted with water until a solution forms. The solution is treated with an excess of a 5% sodium hydroxide solution and then the methanol removed on a rotary evaporator leaving a suspension. The suspension is diluted with 50 ml of water and extracted successively with a 100 ml and a 20 ml portion of chloroform. The combined chloroform extracts are washed once with 50 ml of a 5% sodium ...